From a dataset of the Open Reaction Database (ORD), a public repository of structured organic reaction records. describe an organic reaction: reactants, conditions, products, and yield Starting materials: CCOCC (Et2O), Triethyl phosphonoacetate, CC(C)(C)[O-].[Na+] (NaOtBu), BrC1=CC=C(C=C1)C1OC1 (2-(4-bromophenyl)oxirane), Intermediate 9. Run in O (water), [NH4+].[Cl-] (NH4Cl), COCCOC (DME), COCCOC (DME). Run at temperature 70 celsius, time 30 minute. Product: BrC1=CC=C(C=C1)[C@H]1[C@@H](C1)C(=O)OCC (Trans-ethyl 2-(4-bromophenyl)cyclopropanecarboxylate). As a reaction SMILES: CC([O-:5])(C)C.[Na+].[Br:7][C:8]1[CH:13]=[CH:12][C:11]([CH:14]2[CH2:16]O2)=[CH:10][CH:9]=1.[CH3:17][CH2:18][O:19][CH2:20][CH3:21]>COCCOC.[NH4+].[Cl-].O>[Br:7][C:8]1[CH:9]=[CH:10][C:11]([C@@H:14]2[CH2:16][C@H:17]2[C:18]([O:19][CH2:20][CH3:21])=[O:5])=[CH:12][CH:13]=1 |f:0.1,5.6|. Procedure details: NaOtBu (3.23 g, 33.6 mmol) and 10 mL of dry DME were charged in round bottom flask previously inerted with nitrogen. Triethyl phosphonoacetate (7.7 mL, 38.64 mmol) was added at a rate such to maintain internal temperature below 30° C., about 30 minutes. The mixture was stirred until complete dissolution was observed, about 30 minutes. A solution of chiral 2-(4-bromophenyl)oxirane Enantiomer 1 (Intermediate 9 Enantiomer 1) (3.35 g, 16.8 mmol) in 6 mL of dry DME was added dropwise maintaining inte... Reactants: ClC1=C(C=CC=C1)N1N=C(N=C1)OC(C)C(=O)OCC (1-(2-chlorophenyl)-3-(1-ethoxycarbonylethoxy)-1,2,4-1H-triazole), [OH-].[K+] (potassium hydroxide). Run in C(C)O (ethanol). Yields the product C(=O)(O)C(C)OC1=NN(C=N1)C1=C(C=CC=C1)Cl (3-(1-carboxyethoxy)-1-(2-chlorophenyl)-1,2,4-1H-triazole). Reaction SMILES: [Cl:1][C:2]1[CH:7]=[CH:6][CH:5]=[CH:4][C:3]=1[N:8]1[CH:12]=[N:11][C:10]([O:13][CH:14]([C:16]([O:18]CC)=[O:17])[CH3:15])=[N:9]1.[OH-].[K+]>C(O)C>[C:16]([CH:14]([O:13][C:10]1[N:11]=[CH:12][N:8]([C:3]2[CH:4]=[CH:5][CH:6]=[CH:7][C:2]=2[Cl:1])[N:9]=1)[CH3:15])([OH:18])=[O:17] |f:1.2|. Procedure: Ten g of the compound of Example 4 was refluxed for 4 hours with 3.8 g of potassium hydroxide in 100 ml of ethanol, and the product was collected as shown in Example 22 and recrystallized from toluene and then from ethanol to obtain 3.1 g of the desired product, m.p. 104°-106°. The reactants are CO, CCOC(C)=O, O=[N+]([O-])c1ccc(OCC2CN(c3ccccc3)CCN2Cc2ccccc2)cc1, [Na+], [OH-], O, [Sn]. The product is Nc1ccc(OCC2CN(c3ccccc3)CCN2Cc2ccccc2)cc1. Reaction SMILES: [CH3:31][OH:32].[CH3:37][CH2:38][O:39][C:40](=[O:41])[CH3:42].[N+:1]([O-:2])(=[O:3])[c:4]1[cH:5][cH:6][c:7]([O:8][CH2:9][CH:10]2[N:11]([CH2:22][c:23]3[cH:24][cH:25][cH:26][cH:27][cH:28]3)[CH2:12][CH2:13][N:14]([c:16]3[cH:17][cH:18][cH:19][cH:20][cH:21]3)[CH2:15]2)[cH:29][cH:30]1.[Na+:35].[OH-:34].[OH2:36].[Sn:33]>>[NH2:1][c:4]1[cH:5][cH:6][c:7]([O:8][CH2:9][CH:10]2[N:11]([CH2:22][c:23]3[cH:24][cH:25][cH:26][cH:27][cH:28]3)[CH2:12][CH2:13][N:14]([c:16]3[cH:17][cH:18][cH:19][cH:20][cH:21]3)[CH2:15]2)[cH:29][cH:30]1. The reactants are C1(CCCC1)C(C(=O)NC=1C=C(CC2(CC2)C(=O)OC(C)(C)C)C=CC1)C1=CC=C(C=C1)CO ((+/−)-tert-butyl 1-[3-({cyclopentyl[4-(hydroxymethyl)phenyl]-acetyl}amino)benzyl]cyclopropanecarboxylate), CC(=O)OI1(C=2C=CC=CC2C(=O)O1)(OC(=O)C)OC(=O)C (Dess-Martin reagent). The solvent is ClCCl (dichloromethane). Run at time 3 hour. Yields the product C1(CCCC1)C(C(=O)NC=1C=C(CC2(CC2)C(=O)OC(C)(C)C)C=CC1)C1=CC=C(C=C1)C=O ((+/−)-tert-Butyl 1-(3-{[cyclopentyl(4-formylphenyl)acetyl]amino}benzyl)cyclopropanecarboxylate). RXN SMILES: [CH:1]1([CH:6]([C:27]2[CH:32]=[CH:31][C:30]([CH2:33][OH:34])=[CH:29][CH:28]=2)[C:7]([NH:9][C:10]2[CH:11]=[C:12]([CH:24]=[CH:25][CH:26]=2)[CH2:13][C:14]2([C:17]([O:19][C:20]([CH3:23])([CH3:22])[CH3:21])=[O:18])[CH2:16][CH2:15]2)=[O:8])[CH2:5][CH2:4][CH2:3][CH2:2]1.CC(OI1(OC(C)=O)(OC(C)=O)OC(=O)C2C=CC=CC1=2)=O>ClCCl>[CH:1]1([CH:6]([C:27]2[CH:32]=[CH:31][C:30]([CH:33]=[O:34])=[CH:29][CH:28]=2)[C:7]([NH:9][C:10]2[CH:11]=[C:12]([CH:24]=[CH:25][CH:26]=2)[CH2:13][C:14]2([C:17]([O:19][C:20]([CH3:22])([CH3:21])[CH3:23])=[O:18])[CH2:16][CH2:15]2)=[O:8])[CH2:5][CH2:4][CH2:3][CH2:2]1. Procedure details: A solution of 4.0 g (8.63 mmol) of (+/−)-tert-butyl 1-[3-({cyclopentyl[4-(hydroxymethyl)phenyl]-acetyl}amino)benzyl]cyclopropanecarboxylate in 20 ml of dichloromethane was cooled to 0° C., and 4.39 g (10.35 mmol) of Dess-Martin reagent [1,1,1-triacetoxy-1,1-dihydro-1,2-benziodoxol-3(1H)-one] were added. After the addition had ended, cooling was removed and the reaction mixture was stirred at RT for 3 h. The solution was then diluted with dichloromethane and washed successively with water, satura... The reactants are C12CC(CC(CC1)N2)NC(C)=O (N-[8-azabicyclo[3.2.1]oct-3-yl]acetamide), [OH-].[Na+] (sodium hydroxide), C(C1=CC=CC=C1)N1CCC(CC1)NC1=NN=C(C2=C(C=C(C=C12)OC)OC)C1=CC=C(C=C1)OC (N-(1-benzylpiperidin-4-yl)-5,7-dimethoxy-4-(4-methoxyphenyl)phthalazin-1-amine), C([O-])([O-])=O.[K+].[K+] (potassium carbonate), BrCC1=CC2=CC=CC=C2C=C1 (2-(bromomethyl)naphthalene). Solvent: CC(=O)C (acetone). Reaction conditions: time 18 hour. Yields the product C1=C(C=CC2=CC=CC=C12)CN1C2CC(CC1CC2)NC(C)=O (N-[8-(naphthalen-2-ylmethyl)-8-azabicyclo[3.2.1]oct-3-yl]acetamide). The yield is 84.0%. As a reaction SMILES: [CH:1]12[NH:8][CH:5]([CH2:6][CH2:7]1)[CH2:4][CH:3]([NH:9][C:10](=[O:12])[CH3:11])[CH2:2]2.C(N1CCC(NC2[C:36]3[C:31](=[C:32](OC)[CH:33]=[C:34](OC)[CH:35]=3)[C:30]([C:41]3[CH:46]=[CH:45]C(OC)=C[CH:42]=3)=NN=2)CC1)C1C=CC=CC=1.C(=O)([O-])[O-].[K+].[K+].BrCC1C=CC2C(=CC=CC=2)C=1.[OH-].[Na+]>CC(C)=O>[CH:30]1[C:31]2[C:32](=[CH:33][CH:34]=[CH:35][CH:36]=2)[CH:45]=[CH:46][C:41]=1[CH2:42][N:8]1[CH:5]2[CH2:6][CH2:7][CH:1]1[CH2:2][CH:3]([NH:9][C:10](=[O:12])[CH3:11])[CH2:4]2 |f:2.3.4,6.7|. Procedure details: 1.6 g (9.5 mmol) of N-[8-azabicyclo[3.2.1]oct-3-yl]acetamide prepared according to Dostert et al. (European Journal of Medicinal Chemistry 1984, 19 (2), 105-110) are dissolved in 45 mL of acetone, and 5.2 g of potassium carbonate and 2.5 g (11.4 mmol) of 2-(bromomethyl)naphthalene are added. The mixture is refluxed with stirring for 18 hours. After cooling, the acetone is partially evaporated off. Water is added to the residue, and the mixture is extracted with dichloromethane. The organic phase... Reactants: COC(=O)[C@@H]1[C@H](C[C@H](C1)S(=O)(=O)C1=C(C=CC=C1)Cl)O ((1S,2S,4S)-4-(2-Chloro-benzenesulfonyl)-2-hydroxy-cyclopentanecarboxylic acid methyl ester), ClC1=CC=C(C=C1)C(C)(C)OC(C(Cl)(Cl)Cl)=N (2,2,2-trichloro-acetimidic acid 1-(4-chloro-phenyl)-1-methyl-ethyl ester), C(=O)(O)[O-].[Na+] (NaHCO3). The reagents and catalysts are FC(S(=O)(=O)O)(F)F (trifluoromethanesulfonic acid). Solvent: C(Cl)Cl (DCM), C(Cl)Cl (DCM), C1CCCCC1 (cyclohexane). Conditions: time 6 hour. Yields the product COC(=O)[C@@H]1[C@H](C[C@H](C1)S(=O)(=O)C1=C(C=CC=C1)Cl)OC(C)(C)C1=CC=C(C=C1)Cl ((1S,2S,4S)-4-(2-Chloro-benzenesulfonyl)-2-[1-(4-chloro-phenyl)-1-methyl-ethoxy]-cyclopentanecarboxylic acid methyl ester). The yield is 31.8%. Reaction SMILES: [CH3:1][O:2][C:3]([C@H:5]1[CH2:9][C@H:8]([S:10]([C:13]2[CH:18]=[CH:17][CH:16]=[CH:15][C:14]=2[Cl:19])(=[O:12])=[O:11])[CH2:7][C@@H:6]1[OH:20])=[O:4].[Cl:21][C:22]1[CH:27]=[CH:26][C:25]([C:28](OC(=N)C(Cl)(Cl)Cl)([CH3:30])[CH3:29])=[CH:24][CH:23]=1.C([O-])(O)=O.[Na+]>C(Cl)Cl.C1CCCCC1.FC(F)(F)S(O)(=O)=O>[CH3:1][O:2][C:3]([C@H:5]1[CH2:9][C@H:8]([S:10]([C:13]2[CH:18]=[CH:17][CH:16]=[CH:15][C:14]=2[Cl:19])(=[O:11])=[O:12])[CH2:7][C@@H:6]1[O:20][C:28]([C:25]1[CH:26]=[CH:27][C:22]([Cl:21])=[CH:23][CH:24]=1)([CH3:30])[CH3:29])=[O:4] |f:2.3|. Procedure: (1R,2R,4R) and (1S,2S,4S)-4-(2-Chloro-benzenesulfonyl)-2-hydroxy-cyclopentanecarboxylic acid methyl ester (100 mg, 0.314 mmol, example 48, step 5) and 2,2,2-trichloro-acetimidic acid 1-(4-chloro-phenyl)-1-methyl-ethyl ester (270 mg, 0.514 mmol) were dissolved in a mixture of DCM (1 ml) and cyclohexane (2 ml). Then a solution of trifluoromethanesulfonic acid (0.836 μl, 0.00941 mmol) in DCM (0.1 ml) was added and the reaction mixture was stirred at room temperature for 6 h. Then saturated NaHCO3 s... Reactants: CC(=O)NCCn1c(C)ccc1C, CN(C)C=CC=O, CC(=O)[O-], ClCCCl, [Na+], O, O=P(Cl)(Cl)Cl. Product: CC(=O)NCCn1c(C)cc(C=CC=O)c1C. As a reaction SMILES: [C:1]([CH3:2])(=[O:3])[NH:4][CH2:5][CH2:6][n:7]1[c:8]([CH3:13])[cH:9][cH:10][c:11]1[CH3:12].[CH3:14][N:15]([CH:16]=[CH:17][CH:18]=[O:19])[CH3:20].[CH3:27][C:28](=[O:29])[O-:30].[Cl:31][CH2:32][CH2:33][Cl:34].[Na+:26].[OH2:35].[P:21]([Cl:22])([Cl:23])([Cl:24])=[O:25]>>[C:1]([CH3:2])(=[O:3])[NH:4][CH2:5][CH2:6][n:7]1[c:8]([CH3:13])[cH:9][c:10]([CH:16]=[CH:17][CH:18]=[O:19])[c:11]1[CH3:12].